From a dataset of the Open Reaction Database (ORD), a public repository of structured organic reaction records. describe an organic reaction: reactants, conditions, products, and yield The reactants are CCCCOC(=O)c1nc(C#N)c2ccccc2c1O, CO, CC(N)C(=O)O. The product is CC(NC(=O)c1nc(C#N)c2ccccc2c1O)C(=O)O. RXN SMILES: [CH2:1]([O:2][C:6](=[O:7])[c:8]1[n:9][c:10]([C:19]#[N:20])[c:11]2[cH:12][cH:13][cH:14][cH:15][c:16]2[c:17]1[OH:18])[CH2:3][CH2:4][CH3:5].[CH3:27][OH:28].[NH2:21][CH:22]([CH3:23])[C:24](=[O:25])[OH:26]>>[C:6](=[O:7])([c:8]1[n:9][c:10]([C:19]#[N:20])[c:11]2[cH:12][cH:13][cH:14][cH:15][c:16]2[c:17]1[OH:18])[NH:21][CH:22]([CH3:23])[C:24](=[O:25])[OH:26]. Starting materials: FC(C=1C=C(C=CC1)NC(=O)N)(F)F (N-[3-(trifluoromethyl)phenyl]urea), polyphosphoric acid ethyl ester, C(#N)C1=CC=C(C=O)C=C1 (4-cyanobenzaldehyde), [N+](=O)([O-])C1=CC=C(C=C1)C(CC(C)=O)=O (1-(4-nitrophenyl)butane-1,3-dione). The solvent is O1CCCC1 (tetrahydrofuran). Yields the product [N+](=O)([O-])C1=CC=C(C(=O)C=2C(NC(N(C2C)C2=CC(=CC=C2)C(F)(F)F)=O)C2=CC=C(C#N)C=C2)C=C1 (4-{5-(4-Nitrobenzoyl)-6-methyl-2-oxo-1-[3-(trifluoromethyl)phenyl]-1,2,3,4-tetrahydropyrimidin-4-yl}benzonitrile). Reaction SMILES: [F:1][C:2]([F:14])([F:13])[C:3]1[CH:4]=[C:5]([NH:9][C:10]([NH2:12])=[O:11])[CH:6]=[CH:7][CH:8]=1.[C:15]([C:17]1[CH:24]=[CH:23][C:20]([CH:21]=O)=[CH:19][CH:18]=1)#[N:16].[N+:25]([C:28]1[CH:33]=[CH:32][C:31]([C:34](=[O:39])[CH2:35][C:36](=O)[CH3:37])=[CH:30][CH:29]=1)([O-:27])=[O:26]>O1CCCC1>[N+:25]([C:28]1[CH:29]=[CH:30][C:31]([C:34]([C:35]2[CH:21]([C:20]3[CH:23]=[CH:24][C:17]([C:15]#[N:16])=[CH:18][CH:19]=3)[NH:12][C:10](=[O:11])[N:9]([C:5]3[CH:6]=[CH:7][CH:8]=[C:3]([C:2]([F:13])([F:14])[F:1])[CH:4]=3)[C:36]=2[CH3:37])=[O:39])=[CH:32][CH:33]=1)([O-:27])=[O:26]. Procedure: 9.85 g (48.27 mmol) N-[3-(trifluoromethyl)phenyl]urea, 6.33 g (48.27 mmol) 4-cyanobenzaldehyde, 10.00 g (48.27 mmol) 1-(4-nitrophenyl)butane-1,3-dione and 15 g polyphosphoric acid ethyl ester are suspended in 100 ml of tetrahydrofuran. The mixture is stirred at reflux for 20 hours. After cooling down to room temperature, the solvent is removed in vacuo and the residue is purified by column chromatography on silica with cyclohexane/ethyl acetate mixtures as eluent.